From a dataset of the Open Reaction Database (ORD), a public repository of structured organic reaction records. describe an organic reaction: reactants, conditions, products, and yield Starting materials: CN(c1cc(C(=O)O)ncn1)C1CCCCC1, COCCNS(=O)(=O)c1ccc(N)cc1. Yields the product COCCNS(=O)(=O)c1ccc(NC(=O)c2cc(N(C)C3CCCCC3)ncn2)cc1. As a reaction SMILES: [CH:1]1([N:7]([c:8]2[cH:9][c:10]([C:14](=[O:15])[OH:16])[n:11][cH:12][n:13]2)[CH3:17])[CH2:2][CH2:3][CH2:4][CH2:5][CH2:6]1.[NH2:18][c:19]1[cH:20][cH:21][c:22]([S:25](=[O:26])(=[O:27])[NH:28][CH2:29][CH2:30][O:31][CH3:32])[cH:23][cH:24]1>>[CH:1]1([N:7]([c:8]2[cH:9][c:10]([C:14](=[O:16])[NH:18][c:19]3[cH:20][cH:21][c:22]([S:25](=[O:26])(=[O:27])[NH:28][CH2:29][CH2:30][O:31][CH3:32])[cH:23][cH:24]3)[n:11][cH:12][n:13]2)[CH3:17])[CH2:2][CH2:3][CH2:4][CH2:5][CH2:6]1. The reactants are CO (methanol), reduced iron, C(O)([O-])=O.[Na+] (sodium hydrogen carbonate), CC(CCC1=C(C=CC=C1)[N+](=O)[O-])C (2-(3-methylbutyl)nitrobenzene), Cl (hydrochloric acid). Run in O (water). Conditions: temperature 60 celsius, time 1 hour. The product is CC(CCC1=C(N)C=CC=C1)C (2-(3-methylbutyl)aniline). The yield is 90.9%. RXN SMILES: CO.[CH3:3][CH:4]([CH3:16])[CH2:5][CH2:6][C:7]1[CH:12]=[CH:11][CH:10]=[CH:9][C:8]=1[N+:13]([O-])=O.Cl.C(=O)([O-])O.[Na+]>O>[CH3:3][CH:4]([CH3:16])[CH2:5][CH2:6][C:7]1[CH:12]=[CH:11][CH:10]=[CH:9][C:8]=1[NH2:13] |f:3.4|. Reported procedure: To a mixture composed of 10 ml of methanol, 1.3 g (6.4 mmol) of the above 2-(3-methylbutyl)nitrobenzene, and 6.4 ml of concentrated aqueous hydrochloric acid solution, 1.4 g (25.1 mmol) of reduced iron was added in portions and heated to 60° C. with stirring for 1 hour. The reaction mass was poured into water, neutralized with a saturated aqueous sodium hydrogen carbonate solution and filtered to remove precipitated iron hydroxide. The filtrate was extracted with ethyl acetate, washed with a sat... The reactants are O=C([O-])O, O=C([O-])[O-], CC1Cc2ccccc2N1, CO, Cl, O=N[O-], [NH4+], [NH4+], [Na+], [Na+], O, [Zn]. Yields the product CC1Cc2ccccc2N1N. As a reaction SMILES: [C:16](=[O:17])([OH:18])[O-:19].[C:21](=[O:22])([O-:23])[O-:24].[CH3:1][CH:2]1[NH:3][c:4]2[cH:5][cH:6][cH:7][cH:8][c:9]2[CH2:10]1.[CH3:27][OH:28].[ClH:11].[N:12]([O-:13])=[O:14].[NH4+:25].[NH4+:26].[Na+:15].[Na+:20].[OH2:29].[Zn:30]>>[CH3:1][CH:2]1[N:3]([NH2:12])[c:4]2[cH:5][cH:6][cH:7][cH:8][c:9]2[CH2:10]1. Reactants: CC1=C(N=C(O1)C1=CC=CC=C1)COC1=CC=C(C=O)C=C1 (4-(5-methyl-2-phenyl-4-oxazolylmethoxy)benzaldehyde), C(C(=O)C)(=O)[O-].[Na+] (sodium pyruvate), C([O-])([O-])=O.[Na+].[Na+] (sodium carbonate), O (water). Reported procedure: A mixture of 4-(5-methyl-2-phenyl-4-oxazolylmethoxy)benzaldehyde (2.9 g), sodium pyruvate (3.3 g), sodium carbonate (3.2 g), water (80 ml) and methanol (80 ml) was stirred for 6 hours under reflux. The reaction mixture was concentrated under reflux to about ⅓ of the initial volume. The concentrate was subjected to extraction with ethyl acetate. The aqueous layer was acidified with conc. HCl. Resulting crystalline precipitate was collected by filtration to obtain (E)-4-(5-methyl-2-phenyl-4-oxazol... Reaction conditions: time 6 hour. Solvent: CO (methanol). Product: CC1=C(N=C(O1)C1=CC=CC=C1)COC1=CC=C(\C=C\C(C(=O)O)=O)C=C1 ((E)-4-(5-methyl-2-phenyl-4-oxazolylmethoxy)benzylidenepyruvic acid). The yield is 44.5%. Reaction SMILES: [CH3:1][C:2]1[O:6][C:5]([C:7]2[CH:12]=[CH:11][CH:10]=[CH:9][CH:8]=2)=[N:4][C:3]=1[CH2:13][O:14][C:15]1[CH:22]=[CH:21][C:18]([CH:19]=O)=[CH:17][CH:16]=1.[C:23]([O-:28])(=[O:27])[C:24]([CH3:26])=[O:25].[Na+].C(=O)([O-])[O-].[Na+].[Na+].O>CO>[CH3:1][C:2]1[O:6][C:5]([C:7]2[CH:12]=[CH:11][CH:10]=[CH:9][CH:8]=2)=[N:4][C:3]=1[CH2:13][O:14][C:15]1[CH:22]=[CH:21][C:18](/[CH:19]=[CH:26]/[C:24](=[O:25])[C:23]([OH:28])=[O:27])=[CH:17][CH:16]=1 |f:1.2,3.4.5|. Starting materials: [H][H] (hydrogen), [H][H] (hydrogen), C(=O)(OC)[C@H]1C=C(C2=CC(=C(C=3C[C@H](C[C@H]1C23)C2=CC=CC=C2)OC)OC)O ([1R,8S,9aR]1-carbomethoxy-5,6-dimethoxy-3-hydroxy-8-phenyl-7,8,9,9a-tetrahydro-phenalene), C(C)(=O)OCC (ethyl acetate), Cl (hydrochloric acid). Reagents/catalysts: [Pd] (palladium on carbon). The solvent is CO (methanol). Product: C(=O)(OC)[C@@H]1CCC2=CC(=C(C=3C[C@H](C[C@H]1C23)C2=CC=CC=C2)OC)OC ([1R,8S,9aR]1 Carbomethoxy 5,6 dimethoxy-2,3,7,8,9,9a-hexahydro-8-phenyl-phenalene). RXN SMILES: [C:1]([C@@H:5]1[C@@H:16]2[C:17]3[C:8](=[CH:9][C:10]([O:26][CH3:27])=[C:11]([O:24][CH3:25])[C:12]=3[CH2:13][C@@H:14]([C:18]3[CH:23]=[CH:22][CH:21]=[CH:20][CH:19]=3)[CH2:15]2)[C:7](O)=[CH:6]1)([O:3][CH3:4])=[O:2].C(OCC)(=O)C.Cl.[H][H]>CO.[Pd]>[C:1]([C@H:5]1[C@@H:16]2[C:17]3[C:8](=[CH:9][C:10]([O:26][CH3:27])=[C:11]([O:24][CH3:25])[C:12]=3[CH2:13][C@@H:14]([C:18]3[CH:19]=[CH:20][CH:21]=[CH:22][CH:23]=3)[CH2:15]2)[CH2:7][CH2:6]1)([O:3][CH3:4])=[O:2]. Reported procedure: To a solution of 0.5 g (1.3 mmol) of [1R,8S,9aR]-1-carbomethoxy 5,6 dimethoxy 3 hydroxy 8 phenyl-7,8,9,9a-tetrahydro-phenalene (54-3A), in 50 mL of methanol, 50 mL of ethyl acetate and 0.1 mL of concentrated aqueous hydrochloric acid was added 0.2 g of 5% palladium on carbon and the reaction mixture was shaken under 4 atmospheres of hydrogen until the uptake of hydrogen had ceased. The palladium catalyst was removed by filtration through Celite filter aid and the filtrate was concentrated to giv... The reactants are CSc1ccc(Oc2ccc(C=CS(N)(=O)=O)cc2CN(C)C)cc1, Cc1ccccc1, Cc1ccc(S(=O)(=O)NN)cc1. Product: CSc1ccc(Oc2ccc(CCS(N)(=O)=O)cc2CN(C)C)cc1. RXN SMILES: [CH3:1][N:2]([CH3:3])[CH2:4][c:5]1[cH:6][c:7]([CH:20]=[CH:21][S:22](=[O:23])(=[O:24])[NH2:25])[cH:8][cH:9][c:10]1[O:11][c:12]1[cH:13][cH:14][c:15]([S:18][CH3:19])[cH:16][cH:17]1.[CH3:38][c:39]1[cH:40][cH:41][cH:42][cH:43][cH:44]1.[S:26]([NH:27][NH2:28])([c:29]1[cH:30][cH:31][c:32]([CH3:33])[cH:34][cH:35]1)(=[O:36])=[O:37]>>[CH3:1][N:2]([CH3:3])[CH2:4][c:5]1[cH:6][c:7]([CH2:20][CH2:21][S:22](=[O:23])(=[O:24])[NH2:25])[cH:8][cH:9][c:10]1[O:11][c:12]1[cH:13][cH:14][c:15]([S:18][CH3:19])[cH:16][cH:17]1. Reactants: O=C([O-])[O-], CCCCCc1ccc(O)c(C#N)c1C#N, CCCC12CCC(CBr)(CC1)CC2, CN(C)C=O, [K+], [K+], O. Yields the product CCCCCc1ccc(OCC23CCC(CCC)(CC2)CC3)c(C#N)c1C#N. Reaction SMILES: [C:22](=[O:23])([O-:24])[O-:25].[C:6](#[N:7])[c:8]1[c:9]([OH:21])[cH:10][cH:11][c:12]([CH2:16][CH2:17][CH2:18][CH2:19][CH3:20])[c:13]1[C:14]#[N:15].[CH2:28]([CH2:29][CH3:30])[C:31]12[CH2:32][CH2:33][C:34]([CH2:39][Br:40])([CH2:35][CH2:36]1)[CH2:37][CH2:38]2.[CH3:1][N:2]([CH3:3])[CH:4]=[O:5].[K+:26].[K+:27].[OH2:41]>>[C:6](#[N:7])[c:8]1[c:9]([O:21][CH2:39][C:34]23[CH2:33][CH2:32][C:31]([CH2:28][CH2:29][CH3:30])([CH2:36][CH2:35]2)[CH2:38][CH2:37]3)[cH:10][cH:11][c:12]([CH2:16][CH2:17][CH2:18][CH2:19][CH3:20])[c:13]1[C:14]#[N:15]. Reactants: CO, OC1=CC=CNc2ccccc21, [OH-], [OH-], O=C(O)C(F)(F)F, [Pd+2]. The product is C1=CNc2ccccc2C=C1. Reaction SMILES: [CH3:13][OH:14].[NH:1]1[CH:2]=[CH:3][CH:4]=[C:5]([OH:12])[c:6]2[c:7]1[cH:8][cH:9][cH:10][cH:11]2.[OH-:22].[OH-:24].[OH:15][C:16]([C:17]([F:18])([F:19])[F:20])=[O:21].[Pd+2:23]>>[NH:1]1[CH:2]=[CH:3][CH:4]=[CH:5][c:6]2[c:7]1[cH:8][cH:9][cH:10][cH:11]2. Reaction SMILES: [CH3:1][N:2]=[C:3]([NH2:16])[NH:4][C:5]1[CH:9]=[N:8][N:7]([CH2:10][CH2:11][CH2:12][CH2:13][C:14]#[N:15])[N:6]=1.Cl.[CH3:18][OH:19]>C(Cl)(Cl)Cl>[CH3:1][N:2]=[C:3]([NH2:16])[NH:4][C:5]1[CH:9]=[N:8][N:7]([CH2:10][CH2:11][CH2:12][CH2:13][C:14](=[NH:15])[O:19][CH3:18])[N:6]=1. Starting materials: CN=C(NC1=NN(N=C1)CCCCC#N)N (5-[4-(2-methylguanidino)-1,2,3-triazol-2-yl]valeronitrile), CO (MeOH), Cl (hydrogen chloride). Procedure: A solution of 5-[4-(2-methylguanidino)-1,2,3-triazol-2-yl]valeronitrile (0.8 g.) in a mixture of chloroform (15 ml.) and MeOH (5 ml.) was saturated at 0° with hydrogen chloride gas and the mixture maintained at 0° for 3 days. The mixture was evaporated to dryness and the residue basified with cold sodium carbonate solution and extracted witn chloroform. The extract was dried and evaporated to give methyl 5-[4-(2-methylguanidino)1,2,3-triazol-2-yl]valerimidate as a yellow oil (1.07 g.). Product: CN=C(NC1=NN(N=C1)CCCCC(OC)=N)N (methyl 5-[4-(2-methylguanidino)1,2,3-triazol-2-yl]valerimidate). Solvent: C(Cl)(Cl)Cl (chloroform). Reactants: ClC1OC2=C(C1(C)C)C=C(C=C2)C#N (2-Chloro-5-cyano-2,3-dihydro-3,3-dimethylbenzofuran), CC(=O)C (acetone). Run in O (water). Product: C(#N)C=1C=CC2=C(C(C(O2)O)(C)C)C1 (5-Cyano-2,3-dihydro-3,3-dimethyl-2-hydroxybenzofuran). As a reaction SMILES: Cl[CH:2]1[C:6]([CH3:8])([CH3:7])[C:5]2[CH:9]=[C:10]([C:13]#[N:14])[CH:11]=[CH:12][C:4]=2[O:3]1.CC(C)=[O:17]>O>[C:13]([C:10]1[CH:11]=[CH:12][C:4]2[O:3][CH:2]([OH:17])[C:6]([CH3:8])([CH3:7])[C:5]=2[CH:9]=1)#[N:14]. Procedure details: The product of Example 45 (2 g) was boiled under reflux in water (5 ml) and acetone (15 ml) for 31/2 hours. The product was then extracted into diethyl ether, the extracted solution then being washed twice with water, dried over sodium sulphate and run down under vacuum to give 1.7 g of crude product. Recrystallisation from toluene gave pure title product (1.3 g), mp 127°-129° C.